This data is from the Open Reaction Database (ORD), a public repository of structured organic reaction records. The task is: describe an organic reaction: reactants, conditions, products, and yield As a reaction SMILES: [Cl:1][C:2]1[CH:21]=[C:20]([Cl:22])[CH:19]=[CH:18][C:3]=1[O:4][CH2:5][C:6](=[O:17])[C:7]([N+:14]([O-:16])=[O:15])=[C:8]1[NH:13][CH2:12][CH2:11][CH2:10][S:9]1.[H-].[Na+].[C:25](Cl)(=[O:27])[CH3:26]>>[C:25]([N:13]1[CH2:12][CH2:11][CH2:10][S:9][C:8]1=[C:7]([N+:14]([O-:16])=[O:15])[C:6](=[O:17])[CH2:5][O:4][C:3]1[CH:18]=[CH:19][C:20]([Cl:22])=[CH:21][C:2]=1[Cl:1])(=[O:27])[CH3:26] |f:1.2|. Reported procedure: 5 was prepared as a yellow solid, melting point: 120°-120.5° (with decomposition) by the treatment of 5C with sodium hydride and acetyl chloride, by the general procedure described in Example 1. Product: C(C)(=O)N1C(SCCC1)=C(C(COC1=C(C=C(C=C1)Cl)Cl)=O)[N+](=O)[O-] (1-(3-acetyltetrahydro-2H-1,3-thiazin-2-ylidene)-3-(2,4-dichlorophenoxy)-1-nitro-2-propanone). The reactants are ClC1=C(OCC(C(=C2SCCCN2)[N+](=O)[O-])=O)C=CC(=C1)Cl (3-(2,4-dichlorophenoxy)- 1-nitro-1-(tetrahydro-2H-1,3-thiazin-2-ylidene)-2-propanone), [H-].[Na+] (sodium hydride), C(C)(=O)Cl (acetyl chloride). The reactants are C(=O)(O)[O-].[Na+] (NaHCO3), ClC1=C(C(=CC(=C1)C1(OCCO1)C)Cl)NC1=NC2=CC=NC=C2C2=C1C=CN=C2OCC (N-[2,6-dichloro-4-(2-methyl-1,3-dioxolan-2-yl)phenyl]-10-ethoxypyrido[4,3-c]-1,6-naphthyridin-6-amine), ClC1=C(C(=CC(=C1)C1(OCCO1)C)Cl)NC1=NC2=CC=NC=C2C2=C1C=CN=C2OC (N-[2,6-dichloro-4-(2-methyl-1,3-dioxolan-2-yl)phenyl]-10-methoxypyrido[4,3-c]-1,6-naphthyridin-6-amine), Cl (HCl). Solvent: C1CCOC1 (THF). Conditions: temperature 85 celsius. Yields the product C(C)(=O)C1=CC(=C(C(=C1)Cl)NC1=NC2=CC=NC=C2C2=C1C=CNC2=O)Cl (6-[(4-Acetyl-2,6-dichlorophenyl)amino]pyrido[4,3-c]-1,6-napthyridin-10(9H)-one). Reaction SMILES: [Cl:1][C:2]1[CH:7]=[C:6]([C:8]2([CH3:13])OCC[O:9]2)[CH:5]=[C:4]([Cl:14])[C:3]=1[NH:15][C:16]1[C:25]2[CH:26]=[CH:27][N:28]=[C:29]([O:30]CC)[C:24]=2[C:23]2[C:18](=[CH:19][CH:20]=[N:21][CH:22]=2)[N:17]=1.ClC1C=C(C2(C)OCCO2)C=C(Cl)C=1NC1C2C=CN=C(OC)C=2C2C(=CC=NC=2)N=1.Cl.C([O-])(O)=O.[Na+]>C1COCC1>[C:8]([C:6]1[CH:5]=[C:4]([Cl:14])[C:3]([NH:15][C:16]2[C:25]3[CH:26]=[CH:27][NH:28][C:29](=[O:30])[C:24]=3[C:23]3[C:18](=[CH:19][CH:20]=[N:21][CH:22]=3)[N:17]=2)=[C:2]([Cl:1])[CH:7]=1)(=[O:9])[CH3:13] |f:3.4|. Reported procedure: To a solution of N-[2,6-dichloro-4-(2-methyl-1,3-dioxolan-2-yl)phenyl]-10-ethoxypyrido[4,3-c]-1,6-naphthyridin-6-amine and N-[2,6-dichloro-4-(2-methyl-1,3-dioxolan-2-yl)phenyl]-10-methoxypyrido[4,3-c]-1,6-naphthyridin-6-amine (3.0 g) in THF (30 mL) was added 6 N HCl (20 mL) and the mixture was heated to 85° C. for 3.5 hr. After cooling to room temperature, the mixture was neutralized with saturated NaHCO3 and extracted with 1:1 THF/EtOAc. The precipitate between the organic and aqueous layers we... The reactants are N#CCCC1C=CN(C(=O)c2ccc(NC(=O)c3ccccc3-c3ccccc3)cc2)c2ccccc2S1, CO, [Na+], [OH-]. Product: O=C(O)CCC1C=CN(C(=O)c2ccc(NC(=O)c3ccccc3-c3ccccc3)cc2)c2ccccc2S1. Reaction SMILES: [C:3](#[N:4])[CH2:5][CH2:6][CH:7]1[S:8][c:9]2[c:10]([cH:37][cH:38][cH:39][cH:40]2)[N:11]([C:14]([c:15]2[cH:16][cH:17][c:18]([NH:21][C:22]([c:23]3[c:24](-[c:29]4[cH:30][cH:31][cH:32][cH:33][cH:34]4)[cH:25][cH:26][cH:27][cH:28]3)=[O:35])[cH:19][cH:20]2)=[O:36])[CH:12]=[CH:13]1.[CH3:41][OH:42].[Na+:2].[OH-:1]>>[O:1]=[C:41]([CH2:5][CH2:6][CH:7]1[S:8][c:9]2[c:10]([cH:37][cH:38][cH:39][cH:40]2)[N:11]([C:14]([c:15]2[cH:16][cH:17][c:18]([NH:21][C:22]([c:23]3[c:24](-[c:29]4[cH:30][cH:31][cH:32][cH:33][cH:34]4)[cH:25][cH:26][cH:27][cH:28]3)=[O:35])[cH:19][cH:20]2)=[O:36])[CH:12]=[CH:13]1)[OH:42]. Starting materials: COC=1C=C(C(=O)N2CC(CC2)(CCOS(=O)(=O)C)C2=CC=CC=C2)C=C(C1OC)OC (1-(3,4,5-trimethoxybenzoyl)-3-phenyl-3-(2-methanesulfonyloxyethyl)pyrrolidine), I.N1(N=NC=C1)CCN1C(=NC2=C1C=CC=C2)N2CCNCCC2 (4-(1-(2-(1H-triazol-1-yl)ethyl)-1H-benzimidazol-2-yl)[1,4]diazepane hydriodic acid salt). Product: COC=1C=C(C(=O)N2CC(CC2)(C2=CC=CC=C2)CCN2CCN(CCC2)C2=NC3=C(N2CCN2N=NC=C2)C=CC=C3)C=C(C1OC)OC (1-(3,4,5-Trimethoxybenzoyl)-3-(2-(4-(1-(2-(1H-triazol-1-yl)ethyl)-1H-benzimidazol-2-yl)[1,4]diazepan-1-yl)ethyl)-3-phenylpyrrolidine). Reaction SMILES: [CH3:1][O:2][C:3]1[CH:4]=[C:5]([CH:26]=[C:27]([O:31][CH3:32])[C:28]=1[O:29][CH3:30])[C:6]([N:8]1[CH2:12][CH2:11][C:10]([C:20]2[CH:25]=[CH:24][CH:23]=[CH:22][CH:21]=2)([CH2:13][CH2:14]OS(C)(=O)=O)[CH2:9]1)=[O:7].I.[N:34]1([CH2:39][CH2:40][N:41]2[C:45]3[CH:46]=[CH:47][CH:48]=[CH:49][C:44]=3[N:43]=[C:42]2[N:50]2[CH2:56][CH2:55][CH2:54][NH:53][CH2:52][CH2:51]2)[CH:38]=[CH:37][N:36]=[N:35]1>>[CH3:1][O:2][C:3]1[CH:4]=[C:5]([CH:26]=[C:27]([O:31][CH3:32])[C:28]=1[O:29][CH3:30])[C:6]([N:8]1[CH2:12][CH2:11][C:10]([CH2:13][CH2:14][N:53]2[CH2:54][CH2:55][CH2:56][N:50]([C:42]3[N:41]([CH2:40][CH2:39][N:34]4[CH:38]=[CH:37][N:36]=[N:35]4)[C:45]4[CH:46]=[CH:47][CH:48]=[CH:49][C:44]=4[N:43]=3)[CH2:51][CH2:52]2)([C:20]2[CH:21]=[CH:22][CH:23]=[CH:24][CH:25]=2)[CH2:9]1)=[O:7] |f:1.2|. Procedure: Prepare by the method of Example 66.1 using 1-(3,4,5-trimethoxybenzoyl)-3-phenyl-3-(2-methanesulfonyloxyethyl)pyrrolidine (0.25 g, 0.54 mmol), 4-(1-(2-(1H-triazol-1-yl)ethyl)-1H-benzimidazol-2-yl)[1,4]diazepane hydriodic acid salt (0.31 g, 0.54 mmol) to give the title compound: Rf=0.41 (silica gel, 10% methanol/dichloromethane/0.5% concentrated aqueous ammonia). Reactants: Cl.Cl.NC1CCN(CC1)CCCC(=O)C1=CC=CC=C1 (4-Amino-1-(4-phenyl-4-oxobutyl)piperidine dihydrochloride), ClC1=CC=C(C(=O)Cl)C=C1 (p-chloro-benzoyl chloride). The product is ClC1=CC=C(C(=O)NC2CCN(CC2)CCCC(=O)C2=CC=CC=C2)C=C1 (4-(4-Chlorobenzamido)-1-(4-phenyl-4-oxobutyl)piperidine). RXN SMILES: Cl.Cl.[NH2:3][CH:4]1[CH2:9][CH2:8][N:7]([CH2:10][CH2:11][CH2:12][C:13]([C:15]2[CH:20]=[CH:19][CH:18]=[CH:17][CH:16]=2)=[O:14])[CH2:6][CH2:5]1.[Cl:21][C:22]1[CH:30]=[CH:29][C:25]([C:26](Cl)=[O:27])=[CH:24][CH:23]=1>>[Cl:21][C:22]1[CH:30]=[CH:29][C:25]([C:26]([NH:3][CH:4]2[CH2:9][CH2:8][N:7]([CH2:10][CH2:11][CH2:12][C:13]([C:15]3[CH:16]=[CH:17][CH:18]=[CH:19][CH:20]=3)=[O:14])[CH2:6][CH2:5]2)=[O:27])=[CH:24][CH:23]=1 |f:0.1.2|. Reported procedure: 4-Amino-1-(4-phenyl-4-oxobutyl)piperidine dihydrochloride (3.19 g.) was acylated with p-chloro-benzoyl chloride (1.75 g.) in the manner of example 75. Filtration afforded the title compound as the base (3.277 g.). This was suspended in boiling ethanol (15 ml.) and ethanol/HCl added until acid. On cooling the title compound crystallised out as the hydrochloride, colourless needles (3.41 g.), m.p. 261.1°. The reactants are CC1(OB(OC1(C)C)C1=C2C=NNC2=CC(=C1)C(F)(F)F)C (4-(4,4,5,5-tetramethyl-1,3,2-dioxaborolan-2-yl)-6-(trifluoromethyl)-1H-indazole), BrC=1C(=NN(C1C)CC1(COC1)C)C (4-bromo-3,5-dimethyl-1-((3-methyloxetan-3-yl)methyl)-1H-pyrazole), C([O-])(O)=O.[Na+] (sodium bicarbonate). Reagents/catalysts: C1=CC=C(C=C1)P([C-]2C=CC=C2)C3=CC=CC=C3.C1=CC=C(C=C1)P([C-]2C=CC=C2)C3=CC=CC=C3.Cl[Pd]Cl.[Fe+2] (PdCl2(dppf)). The solvent is O1CCOCC1 (dioxane). Run at temperature 140 celsius. Yields the product C(=O)(C(F)(F)F)O (TFA), CC1=NN(C(=C1C1=C2C=NNC2=CC(=C1)C(F)(F)F)C)CC1(COC1)C (4-(3,5-dimethyl-1-((3-methyloxetan-3-yl)methyl)-1H-pyrazol-4-yl)-6-(trifluoromethyl)-1H-indazole). Yield: 28.5%. RXN SMILES: CC1(C)C(C)(C)OB([C:9]2[CH:17]=[C:16]([C:18]([F:21])([F:20])[F:19])[CH:15]=[C:14]3[C:10]=2[CH:11]=[N:12][NH:13]3)O1.Br[C:24]1[C:25]([CH3:36])=[N:26][N:27]([CH2:30][C:31]2([CH3:35])[CH2:34][O:33][CH2:32]2)[C:28]=1[CH3:29].[C:37](=[O:40])(O)[O-:38].[Na+]>C1C=CC(P(C2C=CC=CC=2)[C-]2C=CC=C2)=CC=1.C1C=CC(P(C2C=CC=CC=2)[C-]2C=CC=C2)=CC=1.Cl[Pd]Cl.[Fe+2].O1CCOCC1>[C:37]([OH:38])([C:18]([F:21])([F:20])[F:19])=[O:40].[CH3:36][C:25]1[C:24]([C:9]2[CH:17]=[C:16]([C:18]([F:19])([F:20])[F:21])[CH:15]=[C:14]3[C:10]=2[CH:11]=[N:12][NH:13]3)=[C:28]([CH3:29])[N:27]([CH2:30][C:31]2([CH3:35])[CH2:34][O:33][CH2:32]2)[N:26]=1 |f:2.3,4.5.6.7|. Procedure: To a 5 mL vial equipped with a magnetic stir bar were added 4-(4,4,5,5-tetramethyl-1,3,2-dioxaborolan-2-yl)-6-(trifluoromethyl)-1H-indazole (41.6 mg, 0.133 mmol), 4-bromo-3,5-dimethyl-1-((3-methyloxetan-3-yl)methyl)-1H-pyrazole (51.8 mg, 0.2 mmol), sodium bicarbonate (0.285 mL, 0.533 mmol), PdCl2(dppf) (9.76 mg, 0.013 mmol), and dioxane (3 mL). The contents of the vial were stirred to give an orange suspension. The vial was sealed and then heated in a microwave reactor at 140° C. for 90 minutes.... Reactants: C(C1=CC=CC=C1)N1C(CN(CC1)C1=C(C=CC=C1)C)CCO (1-Benzyl-2-(2-hydroxyethyl)-4-(2-methylphenyl)piperazine). Reagents/catalysts: [Pd] (palladium black). The solvent is CO (MeOH). Product: OCCC1NCCN(C1)C1=C(C=CC=C1)C (2-(2-Hydroxyethyl)-4-(2-methylphenyl)piperazine). The yield is 98.0%. As a reaction SMILES: C([N:8]1[CH2:13][CH2:12][N:11]([C:14]2[CH:19]=[CH:18][CH:17]=[CH:16][C:15]=2[CH3:20])[CH2:10][CH:9]1[CH2:21][CH2:22][OH:23])C1C=CC=CC=1>CO.[Pd]>[OH:23][CH2:22][CH2:21][CH:9]1[CH2:10][N:11]([C:14]2[CH:19]=[CH:18][CH:17]=[CH:16][C:15]=2[CH3:20])[CH2:12][CH2:13][NH:8]1. Reported procedure: 1-Benzyl-2-(2-hydroxyethyl)-4-(2-methylphenyl)piperazine from Step 1 above (3.2 g; 10 mmol) in 50 mL of MeOH containing 150 mg of palladium black was shaken on a Parr apparatus under an atmosphere of hydrogen (55 psig) for 18 h. The catalyst was removed by filtration through Celite and the filtercake was washed with MeOH. The filtrate solvents were evaporated under reduced pressure to give the title compound as an oil (1H-NMR: consistent with structure; FABMS: M+H @ m/e=221; HPLC: 98%, retention... The reactants are OB(O)F, CNC(C)Cc1ccc(N)cc1, Cl[Cu], F[B-](F)(F)F, [H+], O=N[O-], [Na+], O=N[O-], O. Yields the product CNC(C)Cc1ccc(F)cc1. As a reaction SMILES: [B:23]([F:24])([OH:25])[OH:26].[CH3:1][NH:2][CH:3]([CH2:4][c:5]1[cH:6][cH:7][c:8]([NH2:11])[cH:9][cH:10]1)[CH3:12].[Cl:30][Cu:31].[F:13][B-:14]([F:15])([F:16])[F:17].[H+:18].[N:19]([O-:20])=[O:21].[Na+:22].[O-:27][N:28]=[O:29].[OH2:32]>>[CH3:1][NH:2][CH:3]([CH2:4][c:5]1[cH:6][cH:7][c:8]([F:13])[cH:9][cH:10]1)[CH3:12]. Reactants: COC(=O)CO, O=[N+]([O-])c1ccc(Cl)nc1, [H-], [Na+], C1CCOC1, O. Yields the product COC(=O)COc1ccc([N+](=O)[O-])cn1. Reaction SMILES: [C:13]([CH2:14][OH:15])(=[O:16])[O:17][CH3:18].[Cl:3][c:4]1[n:5][cH:6][c:7]([N+:10](=[O:11])[O-:12])[cH:8][cH:9]1.[H-:1].[Na+:2].[O:19]1[CH2:20][CH2:21][CH2:22][CH2:23]1.[OH2:24]>>[c:4]1([O:15][CH2:14][C:13](=[O:16])[O:17][CH3:18])[n:5][cH:6][c:7]([N+:10](=[O:11])[O-:12])[cH:8][cH:9]1.